describe an organic reaction: reactants, conditions, products, and yield From a dataset of the Open Reaction Database (ORD), a public repository of structured organic reaction records. The reactants are C(=O)(O)CCC=1C(=C(NC1C=C1C(NC2=CC(=CC=C12)C1=CC(=CC=C1)OC)=O)C(=O)O)C (4-(2-Carboxyethyl)-5-[6-(3-methoxyphenyl)-2-oxo-1,2-dihydroindol-3-ylidenemethyl]-3-methyl-1H-pyrrole-2-carboxylic acid), Cl (hydrochloric acid), [OH-].[K+] (potassium hydroxide), O (water). Solvent: C(CO)O (ethylene glycol). Conditions: temperature 90 celsius. Yields the product COC=1C=C(C=CC1)C1=CC=C2C(C(NC2=C1)=O)=CC=1NC=C(C1CCC(=O)O)C (3-{2-[6-(3-methoxyphenyl)-2-oxo-1,2-dihydroindol-3-ylidenemethyl]-4-methyl-1H-pyrrol-3-yl}-propionic acid). Yield: 20.1%. As a reaction SMILES: [C:1]([CH2:4][CH2:5][C:6]1[C:7]([CH3:33])=[C:8](C(O)=O)[NH:9][C:10]=1[CH:11]=[C:12]1[C:20]2[C:15](=[CH:16][C:17]([C:21]3[CH:26]=[CH:25][CH:24]=[C:23]([O:27][CH3:28])[CH:22]=3)=[CH:18][CH:19]=2)[NH:14][C:13]1=[O:29])([OH:3])=[O:2].[OH-].[K+].O.Cl>C(O)CO>[CH3:28][O:27][C:23]1[CH:22]=[C:21]([C:17]2[CH:16]=[C:15]3[C:20]([C:12](=[CH:11][C:10]4[NH:9][CH:8]=[C:7]([CH3:33])[C:6]=4[CH2:5][CH2:4][C:1]([OH:3])=[O:2])[C:13](=[O:29])[NH:14]3)=[CH:19][CH:18]=2)[CH:26]=[CH:25][CH:24]=1 |f:1.2|. Procedure details: 4-(2-Carboxyethyl)-5-[6-(3-methoxyphenyl)-2-oxo-1,2-dihydroindol-3-ylidenemethyl]-3-methyl-1H-pyrrole-2-carboxylic acid (413 mg) suspended in ethylene glycol (5 mL) was held in sealed tube in a pre-heated oil bath at 200° C. for 2 M hours. The reaction mixture was cooled to 90° C. and potassium hydroxide (4 pellets) was added. It was then stirred at 100° C. for 2 more hours. The reaction mixture was cooled, poured into water and acidified with 2 N hydrochloric acid to pH 2. The precipitate was f... Reactants: CS(=O)(=O)O, CC1CN(c2c(F)cc3c(=O)c(C(=O)O)cn4c3c2CC4C)CCN1. Yields the product CS(=O)(=O)O, CC1CN(c2c(F)cc3c(=O)c(C(=O)O)cn4c3c2CC4C)CCN1. Reaction SMILES: [CH3:26][S:27]([OH:28])(=[O:29])=[O:30].[F:1][c:2]1[cH:3][c:4]2[c:5](=[O:25])[c:6]([C:22](=[O:23])[OH:24])[cH:7][n:8]3[c:9]2[c:10]([c:11]1[N:12]1[CH2:13][CH:14]([CH3:18])[NH:15][CH2:16][CH2:17]1)[CH2:19][CH:20]3[CH3:21]>>[CH3:26][S:27](=[O:28])(=[O:29])[OH:30].[F:1][c:2]1[cH:3][c:4]2[c:5](=[O:25])[c:6]([C:22](=[O:23])[OH:24])[cH:7][n:8]3[c:9]2[c:10]([c:11]1[N:12]1[CH2:13][CH:14]([CH3:18])[NH:15][CH2:16][CH2:17]1)[CH2:19][CH:20]3[CH3:21]. Reactants: ClCC(=O)Cl (Chloroacetyl chloride), C([O-])([O-])=O.[K+].[K+] (potassium carbonate), C(C1=CC=CC=C1)N[C@@H](CO)C(=O)O (N-benzyl-L-serine), ClCC(=O)Cl (chloroacetyl chloride), C(C1=CC=CC=C1)N[C@@H](CO)C(=O)O (N-benzyl-L-serine), [OH-].[Na+] (sodium hydroxide). Run in CCCCCCC (heptane), O (water), C1CCOC1 (THF). Run at temperature 0 celsius, time 30 minute. The product is C(C1=CC=CC=C1)N1C(COCC1=O)C(=O)O (4-benzyl-5-oxo-morpholine-3-carboxylic acid). Yield: 84.9%. RXN SMILES: [CH2:1]([NH:8][C@H:9]([C:12]([OH:14])=[O:13])[CH2:10][OH:11])[C:2]1[CH:7]=[CH:6][CH:5]=[CH:4][CH:3]=1.C(=O)([O-])[O-].[K+].[K+].Cl[CH2:22][C:23](Cl)=[O:24].[OH-].[Na+]>O.CCCCCCC.C1COCC1>[CH2:1]([N:8]1[C:23](=[O:24])[CH2:22][O:11][CH2:10][CH:9]1[C:12]([OH:14])=[O:13])[C:2]1[CH:7]=[CH:6][CH:5]=[CH:4][CH:3]=1 |f:1.2.3,5.6|. Procedure: To a reactor was charged N-benzyl-L-serine (1.0 eq) and THF (6.1 volumes). The resulting solution was cooled to 0±5° C. and a pre-cooled solution (0–5° C.) of potassium carbonate (3.0 eq) in water (6.1 volumes) was added. Chloroacetyl chloride (1.4 eq) then was added via addition funnel while maintaining the internal temperature below 5° C. The biphasic reaction mixture was aged for approximately 30 min at 0±5° C. After aging, the mixture was sampled for HPLC analysis. If >6 area percent remaini... The reactants are B (borane), OO (hydrogen peroxide), C(CCCCCCCCCCCCCCC)OCC1=CCCCO1 (6-hexadecyloxymethyl-3,4-dihydro-2H-pyran), aqueous solution, [OH-].[Na+] (sodium hydroxide). The product is C(CCCCCCCCCCCCCCC)OC[C@@H]1OCCC[C@H]1O (trans-2-Hexadecyloxymethyl-3-hydroxytetrahydropyran). Conditions: time 3 hour. Run in O1CCCC1 (tetrahydrofuran), O (water), O1CCCC1 (tetrahydrofuran). Procedure: 11 ml of a 1M tetrahydrofuran solution of borane was added dropwise, whilst ice-cooling, to a solution of 5.53 g of 6-hexadecyloxymethyl-3,4-dihydro-2H-pyran (prepared as described in Preparation 1) dissolved in 12 ml of tetrahydrofuran. The reaction mixture was stirred at room temperature for 3 hours, after which 4 ml of a 3N aqueous solution of sodium hydroxide were added to it, and then 4 ml of 30% hydrogen peroxide were added dropwise into it at 30°-40° C. The reaction mixture was then stirr... RXN SMILES: B.[CH2:2]([O:18][CH2:19][C:20]1[O:25][CH2:24][CH2:23][CH2:22][CH:21]=1)[CH2:3][CH2:4][CH2:5][CH2:6][CH2:7][CH2:8][CH2:9][CH2:10][CH2:11][CH2:12][CH2:13][CH2:14][CH2:15][CH2:16][CH3:17].[OH-:26].[Na+].OO>O1CCCC1.O>[CH2:2]([O:18][CH2:19][C@H:20]1[C@H:21]([OH:26])[CH2:22][CH2:23][CH2:24][O:25]1)[CH2:3][CH2:4][CH2:5][CH2:6][CH2:7][CH2:8][CH2:9][CH2:10][CH2:11][CH2:12][CH2:13][CH2:14][CH2:15][CH2:16][CH3:17] |f:2.3|. Starting materials: Cl.COC1=CC=C(C=C1)NN ((4-methoxyphenyl)-hydrazine hydrochloride), C([O-])(O)=O.[Na+] (sodium bicarbonate), C1(=CC=CC=C1)N1N=C(C(C1=O)C(CC(C)=O)=O)C (1-[1-phenyl-3-methyl-5-oxo-4,5-dihydro-1H-pyrazol-4-yl]-butane-1,3-dione). The solvent is C(C)O (ethanol). Reaction conditions: time 10 minute. Yields the product COC1=CC=C(C=C1)N1N=C(C=C1C1=C(N(N=C1C)C1=CC=CC=C1)O)C (2-(4-Methoxy-phenyl)-5,5′-dimethyl-2′-phenyl-2H,2′H-[3,4′]bipyrazolyl-3′-ol). RXN SMILES: Cl.[CH3:2][O:3][C:4]1[CH:9]=[CH:8][C:7]([NH:10][NH2:11])=[CH:6][CH:5]=1.C(=O)(O)[O-].[Na+].[C:17]1([N:23]2[C:27](=[O:28])[CH:26]([C:29](=O)[CH2:30][C:31](=O)[CH3:32])[C:25]([CH3:35])=[N:24]2)[CH:22]=[CH:21][CH:20]=[CH:19][CH:18]=1>C(O)C>[CH3:2][O:3][C:4]1[CH:9]=[CH:8][C:7]([N:10]2[C:29]([C:26]3[C:25]([CH3:35])=[N:24][N:23]([C:17]4[CH:22]=[CH:21][CH:20]=[CH:19][CH:18]=4)[C:27]=3[OH:28])=[CH:30][C:31]([CH3:32])=[N:11]2)=[CH:6][CH:5]=1 |f:0.1,2.3|. Reported procedure: To (4-methoxyphenyl)-hydrazine hydrochloride (0.083 g, 0.48 mmol) in ethanol (5 ml) add sodium bicarbonate (0.067 g, 0.80 mmol) after which stir the mixture for 10 min. Add 1-[1-phenyl-3-methyl-5-oxo-4,5-dihydro-1H-pyrazol-4-yl]-butane-1,3-dione (0.103 g, 0.40 mmol. The mixture was heated at reflux for 1.5 hours after which it was evaporated to dryness. Chromatography on silica gel, eluting with 50 to 100% ethyl acetate/heptane provided 0.071 g of the title compound. As a reaction SMILES: [F:1][C:2]1[CH:13]=[CH:12][C:5]([CH:6]=[C:7]([CH3:11])[C:8]([OH:10])=[O:9])=[CH:4][CH:3]=1>C(O)C.[Pd]>[F:1][C:2]1[CH:3]=[CH:4][C:5]([CH2:6][CH:7]([CH3:11])[C:8]([OH:10])=[O:9])=[CH:12][CH:13]=1. The reagents and catalysts are [Pd] (Pd/C). Yields the product FC1=CC=C(CC(C(=O)O)C)C=C1 (p-fluoro-α-methylhydrocinnamic acid). Procedure details: To p-fluoro-α-methylcinnamic acid (177.9 g, 0.987 mol) in 3.6 l ethanol is added 11.0 g of 5% Pd/C. The mixture is reduced at room temperature under a hydrogen pressure of 40 p.s.i. When hydrogen uptake ceases, the catalyst is filtered off, and the solvent is evaporated in vacuo to give the product, p-fluoro-α-methylhydrocinnamic acid, which was used directly in the next step. Starting materials: FC1=CC=C(C=C(C(=O)O)C)C=C1 (p-fluoro-α-methylcinnamic acid), 40. The solvent is C(C)O (ethanol). Reactants: C(C)(=O)NC1=C(C=C(C=C1)N1C(=CC=2CCCCC12)C1=CC=CC=C1)C(=O)O (1-(4-acetamido-3-carboxyphenyl)-2-phenyl-4,5,6,7-tetrahydroindole), crystals, C(C)O (ethanol), Cl (hydrochloric acid). Run in O (water). The product is NC1=C(C=C(C=C1)N1C(=CC=2CCCCC12)C1=CC=CC=C1)C(=O)O (1-(4-Amino-3-carboxyphenyl)-2-phenyl-4,5,6,7-tetrahydroindole). As a reaction SMILES: C([NH:4][C:5]1[CH:10]=[CH:9][C:8]([N:11]2[C:19]3[CH2:18][CH2:17][CH2:16][CH2:15][C:14]=3[CH:13]=[C:12]2[C:20]2[CH:25]=[CH:24][CH:23]=[CH:22][CH:21]=2)=[CH:7][C:6]=1[C:26]([OH:28])=[O:27])(=O)C.C(O)C.Cl>O>[NH2:4][C:5]1[CH:10]=[CH:9][C:8]([N:11]2[C:19]3[CH2:18][CH2:17][CH2:16][CH2:15][C:14]=3[CH:13]=[C:12]2[C:20]2[CH:21]=[CH:22][CH:23]=[CH:24][CH:25]=2)=[CH:7][C:6]=1[C:26]([OH:28])=[O:27]. Procedure details: A mixture of 4.0 g. (0.011 mole) of 1-(4-acetamido-3-carboxyphenyl)-2-phenyl-4,5,6,7-tetrahydroindole, 50 ml. of ethanol, 10 ml. of water, and 2 ml. of conc. hydrochloric acid was heated under reflux under nitrogen for 4 hours, concentrated to 10 ml., diluted with 100 ml. of water, adjusted to pH 4 and filtered. Recrystallization of the collected solid from 75% ethanol gave 0.83 g. (23%) of crystals, m.p. 205.5°-206.5°.